This data is from the Open Reaction Database (ORD), a public repository of structured organic reaction records. The task is: describe an organic reaction: reactants, conditions, products, and yield The reactants are ClC1=CC=C(CCN2C[C@H](CC2)OC(C2=CC=C(C=C2)[N+](=O)[O-])=O)C=C1 ((S)-1-(4-Chlorophenethyl)-3-(4-nitrobenzoyloxy)pyrrolidine), [OH-].[Na+] (NaOH). Solvent: CO (methanol). Run at time 1 hour. The product is ClC1=CC=C(CCN2C[C@H](CC2)O)C=C1 ((S)-1-(4-chlorophenethyl)-3-hydroxypyrrolidine), oil. The yield is 100.0%. As a reaction SMILES: [Cl:1][C:2]1[CH:26]=[CH:25][C:5]([CH2:6][CH2:7][N:8]2[CH2:12][CH2:11][C@H:10]([O:13]C(=O)C3C=CC([N+]([O-])=O)=CC=3)[CH2:9]2)=[CH:4][CH:3]=1.[OH-].[Na+]>CO>[Cl:1][C:2]1[CH:26]=[CH:25][C:5]([CH2:6][CH2:7][N:8]2[CH2:12][CH2:11][C@H:10]([OH:13])[CH2:9]2)=[CH:4][CH:3]=1 |f:1.2|. Reported procedure: (S)-1-(4-Chlorophenethyl)-3-(4-nitrobenzoyloxy)pyrrolidine (315 mg, 0.84 mmol) was dissolved in methanol (10 ml). 1 M-NaOH (1 ml) was added dropwise in the obtained mixture. After stirring at room temperature for 1 hour, the solvent was evaporated under reduced pressure. The residue was distributed in water and ethyl acetate. The organic layer was dried, and the solvent was evaporated under reduced pressure to obtain (S)-1-(4-chlorophenethyl)-3-hydroxypyrrolidine in the form of a light yellow oi... The reactants are CNC(C)C (N-methylpropan-2-amine), C(C)(C)NC(C)C (N,N-Diisopropylamine), CN(C=O)C (N,N-Dimethylformamide), BrC1=CC2=C(C=3N=C(SC3CCO2)C(=O)Cl)C=C1 (8-Bromo-4,5-dihydro-6-oxa-3-thia-1-aza-benzo[e]azulene-2-carbonyl chloride). Solvent: C(C)(=O)OCC (ethyl acetate). Run at time 1 hour. The product is C(C)(C)N(C(=O)C=1SC=2CCOC3=C(C2N1)C=CC(=C3)Br)C (8-Bromo-4,5-dihydro-6-oxa-3-thia-1-aza-benzo[e]azulene-2-carboxylic acid isopropyl-methyl-amide). RXN SMILES: [CH3:1][NH:2][CH:3]([CH3:5])[CH3:4].C(NC(C)C)(C)C.CN(C)C=O.[Br:18][C:19]1[CH:35]=[CH:34][C:22]2[C:23]3[N:24]=[C:25]([C:31](Cl)=[O:32])[S:26][C:27]=3[CH2:28][CH2:29][O:30][C:21]=2[CH:20]=1>C(OCC)(=O)C>[CH:3]([N:2]([CH3:1])[C:31]([C:25]1[S:26][C:27]2[CH2:28][CH2:29][O:30][C:21]3[CH:20]=[C:19]([Br:18])[CH:35]=[CH:34][C:22]=3[C:23]=2[N:24]=1)=[O:32])([CH3:5])[CH3:4]. Reported procedure: To a solution of N-methylpropan-2-amine (0.265 g, 3.63 mmol) in N,N-Diisopropylamine (0.758 mL, 4.35 mmol) and N,N-Dimethylformamide (4.49 mL, 58.0 mmol) at room temperature was added 8-Bromo-4,5-dihydro-6-oxa-3-thia-1-aza-benzo[e]azulene-2-carbonyl chloride (0.500 g, 1.45 mmol) portionwise. The reaction mixture was stirred at room temperature for 1 hour, diluted with ethyl acetate, washed with brine, and concentrated in vacuo to give 8-Bromo-4,5-dihydro-6-oxa-3-thia-1-aza-benzo[e]azulene-2-carb... The reactants are BrCCCCCCOCCOCCC1=NC=CC=C1 (2-[2-[2-[(6-bromohexyl)oxy]ethoxy]ethyl]pyridine), C(C1=CC=CC=C1)N (benzylamine). Product: N1=C(C=CC=C1)CCOCCOCCCCCCNCC1=CC=CC=C1 (N-[6-[2-[2-(2-Pyridinyl)ethoxy]ethoxy]hexyl]benzenemethanamine). Yield: 82.5%. RXN SMILES: Br[CH2:2][CH2:3][CH2:4][CH2:5][CH2:6][CH2:7][O:8][CH2:9][CH2:10][O:11][CH2:12][CH2:13][C:14]1[CH:19]=[CH:18][CH:17]=[CH:16][N:15]=1.[CH2:20]([NH2:27])[C:21]1[CH:26]=[CH:25][CH:24]=[CH:23][CH:22]=1>>[N:15]1[CH:16]=[CH:17][CH:18]=[CH:19][C:14]=1[CH2:13][CH2:12][O:11][CH2:10][CH2:9][O:8][CH2:7][CH2:6][CH2:5][CH2:4][CH2:3][CH2:2][NH:27][CH2:20][C:21]1[CH:26]=[CH:25][CH:24]=[CH:23][CH:22]=1. Procedure details: A solution of 2-[2-[2-[(6-bromohexyl)oxy]ethoxy]ethyl]pyridine (1.55 g) in benzylamine (3.1 g) was heated at 125° under nitrogen for 3 h. The solution was allowed to cool and then partitioned between 8% sodium bicarbonate (100 ml) and diethyl ether (2×100 ml). The solvent was evaporated in vacuo and the residual oil distilled (Kugelrohr) to remove excess benzylamine. Purification by FCC eluting with System G 92:8:1) gave the title compound (1.38 g) as a colourless oil. T.l.c. (System G 95:5:1) R...